describe an organic reaction: reactants, conditions, products, and yield From a dataset of the Open Reaction Database (ORD), a public repository of structured organic reaction records. Starting materials: CC(C)CC(Oc1cccc(-c2ccc(N3CCN(C(=O)O[Si](C(C)C)(C(C)C)C(C)C)CC3)cc2)c1)C(=O)NCC#N, O=C([O-])O, CCCC[N+](CCCC)(CCCC)CCCC, CCOCC, CCOC(C)=O, [F-], [Na+], C1CCOC1, O. RXN SMILES: [C:1](#[N:2])[CH2:3][NH:4][C:5](=[O:6])[CH:7]([CH2:8][CH:9]([CH3:10])[CH3:11])[O:12][c:13]1[cH:14][c:15](-[c:19]2[cH:20][cH:21][c:22]([N:25]3[CH2:26][CH2:27][N:28]([C:31]([O:32][Si:33]([CH:34]([CH3:35])[CH3:36])([CH:37]([CH3:38])[CH3:39])[CH:40]([CH3:41])[CH3:42])=[O:43])[CH2:29][CH2:30]3)[cH:23][cH:24]2)[cH:16][cH:17][cH:18]1.[C:79](=[O:80])([OH:81])[O-:82].[CH3:45][CH2:46][CH2:47][CH2:48][N+:49]([CH2:50][CH2:51][CH2:52][CH3:53])([CH2:54][CH2:55][CH2:56][CH3:57])[CH2:58][CH2:59][CH2:60][CH3:61].[CH3:67][CH2:68][O:69][CH2:70][CH3:71].[CH3:72][CH2:73][O:74][C:75](=[O:76])[CH3:77].[F-:44].[Na+:83].[O:62]1[CH2:63][CH2:64][CH2:65][CH2:66]1.[OH2:78]>>[C:1](#[N:2])[CH2:3][NH:4][C:5](=[O:6])[CH:7]([CH2:8][CH:9]([CH3:10])[CH3:11])[O:12][c:13]1[cH:14][c:15](-[c:19]2[cH:20][cH:21][c:22]([N:25]3[CH2:26][CH2:27][NH:28][CH2:29][CH2:30]3)[cH:23][cH:24]2)[cH:16][cH:17][cH:18]1. The product is CC(C)CC(Oc1cccc(-c2ccc(N3CCNCC3)cc2)c1)C(=O)NCC#N. The reactants are C1C(CCC=2C3=CC=CC=C3NC12)NC(C)=O (N-(1,3,4,9-tetrahydro-2H-carbazol-2-yl)acetamide), [OH-].[K+] (KOH), CS(=O)C (DMSO), CI (Methyl iodide). Run in O (water). Reaction conditions: time 2 hour. Yields the product CN1C2=CC=CC=C2C=2CCC(CC12)NC(C)=O (N-(1,3,4,9-tetrahydro-9-methyl-2H-carbazol-2-yl)acetamide). RXN SMILES: [CH2:1]1[C:13]2[NH:12][C:11]3[C:6](=[CH:7][CH:8]=[CH:9][CH:10]=3)[C:5]=2[CH2:4][CH2:3][CH:2]1[NH:14][C:15](=[O:17])[CH3:16].[OH-].[K+].[CH3:20]S(C)=O.CI>O>[CH3:20][N:12]1[C:13]2[CH2:1][CH:2]([NH:14][C:15](=[O:17])[CH3:16])[CH2:3][CH2:4][C:5]=2[C:6]2[C:11]1=[CH:10][CH:9]=[CH:8][CH:7]=2 |f:1.2|. Reported procedure: A mixture of 0.1 mol of N-(1,3,4,9-tetrahydro-2H-carbazol-2-yl)acetamide, 0.15 mol of powdered KOH, and 75 ml of DMSO was stirred under nitrogen for 2 hr at room temperature. Methyl iodide (0.15 moL) was added in one portion, and, after brief cooling to moderate the exothermic reaction, the mixture was stirred at room temperature for 2 hr. The precipitate obtained by pouring the reaction mixture into excess water, was filtered, washed with water, and recrystallized from ethyl acetate to give the... The reactants are resultant mixture, COC=1C=C2CCC=C(C2=CC1)C1=CC=CC=C1 (6-methoxy-1-phenyl-3,4-dihydronaphthalene), resultant mixture, B (Borane), solution, OO (hydrogen peroxide), resultant solution, [OH-].[Na+] (sodium hydroxide). Solvent: O1CCCC1 (tetrahydrofuran), O1CCCC1 (tetrahydrofuran), O (water), O (water), O1CCCC1 (tetrahydrofuran), O1CCCC1 (tetrahydrofuran). The product is COC=1C=C2CC[C@H]([C@@H](C2=CC1)C1=CC=CC=C1)O (trans-6-methoxy-1-phenyl-1,2,3,4-tetrahydronaphthalen-2-ol). The yield is 37.0%. As a reaction SMILES: B.[CH3:2][O:3][C:4]1[CH:5]=[C:6]2[C:11](=[CH:12][CH:13]=1)[C:10]([C:14]1[CH:19]=[CH:18][CH:17]=[CH:16][CH:15]=1)=[CH:9][CH2:8][CH2:7]2.[OH-:20].[Na+].OO>O1CCCC1.O>[CH3:2][O:3][C:4]1[CH:5]=[C:6]2[C:11](=[CH:12][CH:13]=1)[C@@H:10]([C:14]1[CH:19]=[CH:18][CH:17]=[CH:16][CH:15]=1)[C@H:9]([OH:20])[CH2:8][CH2:7]2 |f:2.3|. Procedure details: Borane in tetrahydrofuran (34 mL of a 1M solution, 34 mmol) was added to tetrahydrofuran (50 mL) and the resultant solution was cooled to 0° C. A solution of 6-methoxy-1-phenyl-3,4-dihydronaphthalene 28 (5.0 g, 21.2 mmol) in tetrahydrofuran (10 mL) was added. The resultant mixture was stirred at ambient temperature for 18 h. A solution of water (5 mL) in tetrahydrofuran (20 mL) was slowly added to the cooled solution which resulted in considerable foaming. Additional water (10 mL) was added foll... Reactants: CC(=O)O, CC1(C)SC2C(NC(=O)COc3ccccc3)C(=O)N2C1C(=O)O, O, OO. The product is CC1(C)C(C(=O)O)N2C(=O)C(NC(=O)COc3ccccc3)C2S1=O. As a reaction SMILES: [CH3:1][C:2]([OH:3])=[O:4].[O:5]([c:6]1[cH:7][cH:8][cH:9][cH:10][cH:11]1)[CH2:12][C:13](=[O:14])[NH:15][CH:16]1[CH:17]2[N:18]([CH:19]([C:24](=[O:25])[OH:26])[C:20]([CH3:22])([CH3:23])[S:21]2)[C:27]1=[O:28].[OH2:31].[OH:29][OH:30]>>[O:3]=[S:21]1[CH:17]2[CH:16]([NH:15][C:13]([CH2:12][O:5][c:6]3[cH:7][cH:8][cH:9][cH:10][cH:11]3)=[O:14])[C:27](=[O:28])[N:18]2[CH:19]([C:24](=[O:25])[OH:26])[C:20]1([CH3:22])[CH3:23]. Starting materials: Cl.NC1=CC=C(C=C1)C=1N=CC(NC1)=O (5-(4-Aminophenyl)-2(1H)-pyrazinone hydrochloride), [O-]C#N.[K+] (potassium cyanate). The reagents and catalysts are CN(C1=CC=NC=C1)C (4-dimethylaminopyridine). Solvent: O (water). Conditions: time 18 hour. Product: N(C(=O)N)C1=CC=C(C=C1)C=1N=CC(NC1)=O (5-(4-Ureidophenyl)-2(1H)-pyrazinone). As a reaction SMILES: Cl.[NH2:2][C:3]1[CH:8]=[CH:7][C:6]([C:9]2[N:10]=[CH:11][C:12](=[O:15])[NH:13][CH:14]=2)=[CH:5][CH:4]=1.[O-:16][C:17]#[N:18].[K+]>O.CN(C)C1C=CN=CC=1>[NH:2]([C:3]1[CH:4]=[CH:5][C:6]([C:9]2[N:10]=[CH:11][C:12](=[O:15])[NH:13][CH:14]=2)=[CH:7][CH:8]=1)[C:17]([NH2:18])=[O:16] |f:0.1,2.3|. Procedure: 5-(4-Aminophenyl)-2(1H)-pyrazinone hydrochloride (1.0 g) was dissolved in water (25 ml), to which solution potassium cyanate (0.4 g) and 4-dimethylaminopyridine (about 0.005 g) were added. The mixture was stirred at room temperature for 18 hours and the resulting suspended material collected by filtration. This was washed in hot dimethylformamide (30 ml), the insoluble material being collected and washed with water to afford the title compound, m.p. >300° C.; n.m.r. δ (DMSO-d6) 5.90 (s, 2H, --CO...